From a dataset of the Open Reaction Database (ORD), a public repository of structured organic reaction records. describe an organic reaction: reactants, conditions, products, and yield The reactants are FC1=CC=C(C=C1)C(C(C(=O)OCC)=NO)=O (Ethyl 3-(4-fluorophenyl)-2-hydroxyimino-3-oxopropionate), C(C1=CC=CC=C1)OC1=CC=C(C=O)C=C1 (4-benzyloxybenzaldehyde), C(C)(=O)[O-].[NH4+] (ammonium acetate). Yields the product C(C1=CC=CC=C1)OC1=CC=C(C=C1)C=1NC(=C(N1)C(=O)OCC)C1=CC=C(C=C1)F (ethyl 2-(4-benzyloxy-phenyl)-5-(4-fluorophenyl)imidazole-4-carboxylate). RXN SMILES: [F:1][C:2]1[CH:7]=[CH:6][C:5]([C:8](=O)[C:9](=[N:15]O)[C:10]([O:12][CH2:13][CH3:14])=[O:11])=[CH:4][CH:3]=1.[CH2:18]([O:25][C:26]1[CH:33]=[CH:32][C:29]([CH:30]=O)=[CH:28][CH:27]=1)[C:19]1[CH:24]=[CH:23][CH:22]=[CH:21][CH:20]=1.C([O-])(=O)C.[NH4+:38]>>[CH2:18]([O:25][C:26]1[CH:33]=[CH:32][C:29]([C:30]2[NH:38][C:8]([C:5]3[CH:6]=[CH:7][C:2]([F:1])=[CH:3][CH:4]=3)=[C:9]([C:10]([O:12][CH2:13][CH3:14])=[O:11])[N:15]=2)=[CH:28][CH:27]=1)[C:19]1[CH:24]=[CH:23][CH:22]=[CH:21][CH:20]=1 |f:2.3|. Procedure details: Ethyl 3-(4-fluorophenyl)-2-hydroxyimino-3-oxopropionate, 4-benzyloxybenzaldehyde and ammonium acetate are reacted and treated in the same manner as in Example 22 to give ethyl 2-(4-benzyloxy-phenyl)-5-(4-fluorophenyl)imidazole-4-carboxylate. Ethyl 2-(4-benzyloxyphenyl)-5-(4-fluorophenyl)imidazole-4-carboxylate is reacted and treated in the same manner as in Starting Material Synthetic Example 2 to give 2-(4-benzyloxyphenyl)-5-(4-fluorophenyl)-imidazole-4-carboxylic acid. 2-(4-Benzyloxyphenyl)-5-... Reactants: COc1ccc(CNc2nc(CCl)nc3sc4c(c23)CCCC4)cc1Cl, Cl, NCCCO, CN(C)C=O, O. Reaction SMILES: [Cl:1][c:2]1[cH:3][c:4]([CH2:5][NH:6][c:7]2[c:8]3[c:9]([n:10][c:11]([CH2:13][Cl:14])[n:12]2)[s:15][c:16]2[c:17]3[CH2:18][CH2:19][CH2:20][CH2:21]2)[cH:22][cH:23][c:24]1[O:25][CH3:26].[ClH:38].[NH2:27][CH2:28][CH2:29][CH2:30][OH:31].[O:32]=[CH:33][N:34]([CH3:35])[CH3:36].[OH2:37]>>[Cl:1][c:2]1[cH:3][c:4]([CH2:5][NH:6][c:7]2[c:8]3[c:9]([n:10][c:11]([CH2:13][NH:27][CH2:28][CH2:29][CH2:30][OH:31])[n:12]2)[s:15][c:16]2[c:17]3[CH2:18][CH2:19][CH2:20][CH2:21]2)[cH:22][cH:23][c:24]1[O:25][CH3:26]. Yields the product COc1ccc(CNc2nc(CNCCCO)nc3sc4c(c23)CCCC4)cc1Cl. Reactants: N1CC(OCC1)CNC(OC(C)(C)C)=O (tert-Butyl morpholin-2-ylmethylcarbamate), BrC1=CC=C(C=C1)C(F)(F)F (1-bromo-4-(trifluoromethyl)benzene), CC(C)C1=CC(=C(C(=C1)C(C)C)C2=C(C=CC=C2)P(C3CCCCC3)C4CCCCC4)C(C)C (X-Phos), CC(C)([O-])C.[Na+] (sodium tert-butoxide). Reagents/catalysts: C=1C=CC(=CC1)/C=C/C(=O)/C=C/C2=CC=CC=C2.C=1C=CC(=CC1)/C=C/C(=O)/C=C/C2=CC=CC=C2.[Pd] (Pd(dba)2). The solvent is C1(=CC=CC=C1)C (toluene). Conditions: temperature 105 celsius, time 4 hour. The product is C(C)(C)(C)OC(NCC1CN(CCO1)C1=CC=C(C=C1)C(F)(F)F)=O ([4-(4-Trifluoromethyl-phenyl)-morpholin-2-ylmethyl]-carbamic acid tert-butyl ester). Yield: 43.7%. Reaction SMILES: [NH:1]1[CH2:6][CH2:5][O:4][CH:3]([CH2:7][NH:8][C:9](=[O:15])[O:10][C:11]([CH3:14])([CH3:13])[CH3:12])[CH2:2]1.Br[C:17]1[CH:22]=[CH:21][C:20]([C:23]([F:26])([F:25])[F:24])=[CH:19][CH:18]=1.CC(C1C=C(C(C)C)C(C2C=CC=CC=2P(C2CCCCC2)C2CCCCC2)=C(C(C)C)C=1)C.CC(C)([O-])C.[Na+]>C1(C)C=CC=CC=1.C1C=CC(/C=C/C(/C=C/C2C=CC=CC=2)=O)=CC=1.C1C=CC(/C=C/C(/C=C/C2C=CC=CC=2)=O)=CC=1.[Pd]>[C:11]([O:10][C:9](=[O:15])[NH:8][CH2:7][CH:3]1[O:4][CH2:5][CH2:6][N:1]([C:17]2[CH:22]=[CH:21][C:20]([C:23]([F:26])([F:25])[F:24])=[CH:19][CH:18]=2)[CH2:2]1)([CH3:12])([CH3:14])[CH3:13] |f:3.4,6.7.8|. Procedure: tert-Butyl morpholin-2-ylmethylcarbamate (1.0 g, 4.62 mmol), 1-bromo-4-(trifluoromethyl)benzene (1.04 g, 4.62 mmol), Pd(dba)2 (133 mg, 0.23 mmol), X-Phos (220 mg, 0.46 mmol) and sodium tert-butoxide (533 mg, 5.55 mol) were combined in 10 mL of dry toluene in a sealed tube. The mixture was degassed with argon and then stirred at 105° C. for 4 h. The mixture was filtered through a layer of Celite and rinsed with THF. Solvents were evaporated and the residue was extracted with water and ethyl aceta... Product: CCN(CC)c1ccc(Nc2nc(N3CCCC(N)C3)ccc2C(N)=O)cc1. Starting materials: CCN(CC)c1ccc(Nc2nc(N3CCCC(NC(=O)OC(C)(C)C)C3)ccc2C(N)=O)cc1, ClCCl, O=C(O)C(F)(F)F. RXN SMILES: [C:1]([NH2:2])(=[O:3])[c:4]1[cH:5][cH:6][c:7]([N:22]2[CH2:23][CH:24]([NH:28][C:29](=[O:30])[O:31][C:32]([CH3:33])([CH3:34])[CH3:35])[CH2:25][CH2:26][CH2:27]2)[n:8][c:9]1[NH:10][c:11]1[cH:12][cH:13][c:14]([N:17]([CH2:18][CH3:19])[CH2:20][CH3:21])[cH:15][cH:16]1.[Cl:43][CH2:44][Cl:45].[F:36][C:37]([F:38])([F:39])[C:40]([OH:41])=[O:42]>>[C:1]([NH2:2])(=[O:3])[c:4]1[cH:5][cH:6][c:7]([N:22]2[CH2:23][CH:24]([NH2:28])[CH2:25][CH2:26][CH2:27]2)[n:8][c:9]1[NH:10][c:11]1[cH:12][cH:13][c:14]([N:17]([CH2:18][CH3:19])[CH2:20][CH3:21])[cH:15][cH:16]1. Starting materials: CC1(COC(OC1)C(C)[C@H]1CC[C@H]2[C@@H]3C=C[C@]4(C[C@H](C[C@@H]([C@]4(C)[C@H]3CC[C@]12C)O[Si](C)(C)C(C)(C)C)OC(N(C)C)=O)O)C (20-(5,5-dimethyl-1,3-dioxan-2-yl)-1α-(tert-butyldimethylsilyl)oxy-3β-(N,N-dimethylcarbamoyl)oxypregn-6-en-5α-ol). The reagents and catalysts are S(O)(O)(=O)=O (sulfuric acid). Solvent: C1=CC=CC=C1 (benzene). The product is CC1(COC(OC1)C(C)[C@H]1CC[C@H]2C3=CC=C4C[C@H](C[C@@H]([C@]4(C)[C@H]3CC[C@]12C)O[Si](C)(C)C(C)(C)C)OC(N(C)C)=O)C (20-(5,5-dimethyl-1,3-dioxan-2-yl)-1α-(tert-butyldimethylsilyl)oxy-3β-(N,N-dimethylcarbamoyl)oxypregna-5,7-diene). Yield: 39.7%. As a reaction SMILES: [CH3:1][C:2]1([CH3:44])[CH2:7][O:6][CH:5]([CH:8]([C@@H:10]2[C@:27]3([CH3:28])[C@H:13]([C@H:14]4[C@H:24]([CH2:25][CH2:26]3)[C@:22]3([CH3:23])[C@:17](O)([CH2:18][C@@H:19]([O:37][C:38](=[O:42])[N:39]([CH3:41])[CH3:40])[CH2:20][C@@H:21]3[O:29][Si:30]([C:33]([CH3:36])([CH3:35])[CH3:34])([CH3:32])[CH3:31])[CH:16]=[CH:15]4)[CH2:12][CH2:11]2)[CH3:9])[O:4][CH2:3]1>C1C=CC=CC=1.S(=O)(=O)(O)O>[CH3:44][C:2]1([CH3:1])[CH2:3][O:4][CH:5]([CH:8]([C@@H:10]2[C@:27]3([CH3:28])[C@H:13]([C:14]4[C@H:24]([CH2:25][CH2:26]3)[C@:22]3([CH3:23])[C:17]([CH2:18][C@@H:19]([O:37][C:38](=[O:42])[N:39]([CH3:41])[CH3:40])[CH2:20][C@@H:21]3[O:29][Si:30]([C:33]([CH3:34])([CH3:35])[CH3:36])([CH3:32])[CH3:31])=[CH:16][CH:15]=4)[CH2:12][CH2:11]2)[CH3:9])[O:6][CH2:7]1. Reported procedure: In 10 ml of benzene was dissolved 350 mg of 20-(5,5-dimethyl-1,3-dioxan-2-yl)-1α-(tert-butyldimethylsilyl)oxy-3β-(N,N-dimethylcarbamoyl)oxypregn-6-en-5α-ol, followed by addition of one drop of concentrated sulfuric acid. The mixture was stirred in an atmosphere of argon gas under ice-cooling for 1 hour. The reaction mixture was then worked up in the same manner as Example 124 to give 135 mg of 20-(5,5-dimethyl-1,3-dioxan-2-yl)-1α-(tert-butyldimethylsilyl)oxy-3β-(N,N-dimethylcarbamoyl)oxypregna-5...